This data is from the Open Reaction Database (ORD), a public repository of structured organic reaction records. The task is: describe an organic reaction: reactants, conditions, products, and yield The reactants are O=C([O-])O, CCOCC, CCOC(C)=O, O=Cc1cccc2cc[nH]c12, [Li]C, [Na+], C1CCOC1. The product is CC(O)c1cccc2cc[nH]c12. As a reaction SMILES: [C:19](=[O:20])([OH:21])[O-:22].[CH3:14][CH2:15][O:16][CH2:17][CH3:18].[CH3:29][CH2:30][O:31][C:32](=[O:33])[CH3:34].[CH:1](=[O:2])[c:3]1[cH:4][cH:5][cH:6][c:7]2[cH:8][cH:9][nH:10][c:11]12.[Li:12][CH3:13].[Na+:23].[O:24]1[CH2:25][CH2:26][CH2:27][CH2:28]1>>[CH:1]([OH:2])([c:3]1[cH:4][cH:5][cH:6][c:7]2[cH:8][cH:9][nH:10][c:11]12)[CH3:14]. Starting materials: CC(C)=CCCC(C)=CCO, CCCCCCCC1CC(C(=O)OC)C(=O)O1. Product: CCCCCCCC1CC(C(=O)OCC=C(C)CCC=C(C)C)C(=O)O1. As a reaction SMILES: [CH3:18][C:19](=[CH:20][CH2:21][OH:22])[CH2:23][CH2:24][CH:25]=[C:26]([CH3:27])[CH3:28].[CH3:1][O:2][C:3](=[O:4])[CH:5]1[C:6](=[O:17])[O:7][CH:8]([CH2:10][CH2:11][CH2:12][CH2:13][CH2:14][CH2:15][CH3:16])[CH2:9]1>>[CH2:1]([O:2][C:3](=[O:4])[CH:5]1[C:6](=[O:17])[O:7][CH:8]([CH2:10][CH2:11][CH2:12][CH2:13][CH2:14][CH2:15][CH3:16])[CH2:9]1)[CH:18]=[C:19]([CH3:20])[CH2:23][CH2:24][CH:25]=[C:26]([CH3:27])[CH3:28].